Task: describe an organic reaction: reactants, conditions, products, and yield. Dataset: the Open Reaction Database (ORD), a public repository of structured organic reaction records Starting materials: [BH4-].[Na+] (NaBH4), crude mixture, Cl.C(C)N(CCC(=O)C1=CC=C(C=C1)NS(=O)(=O)C)CCCCCCC (N-[4-[3-(ethylheptylamino)-1-oxopropyl]phenyl]methanesulfonamide hydrochloride), C(Cl)(Cl)Cl (Chloroform), resultant suspension, 16, ice water. Run in C(C)O.C(Cl)(Cl)(Cl)Cl (ethanol carbon tetrachloride). Reaction conditions: time 2.5 hour. Product: C(C)N(CCC(O)C1=CC=C(C=C1)NS(=O)(=O)C)CCCCCCC (N-[4-[3-(Ethylheptylamino)-1-hydroxypropyl]phenyl]methanesulfonamide). Reaction SMILES: Cl.[CH2:2]([N:4]([CH2:20][CH2:21][CH2:22][CH2:23][CH2:24][CH2:25][CH3:26])[CH2:5][CH2:6][C:7]([C:9]1[CH:14]=[CH:13][C:12]([NH:15][S:16]([CH3:19])(=[O:18])=[O:17])=[CH:11][CH:10]=1)=[O:8])[CH3:3].[BH4-].[Na+].C(Cl)(Cl)Cl>C(O)C.C(Cl)(Cl)(Cl)Cl>[CH2:2]([N:4]([CH2:20][CH2:21][CH2:22][CH2:23][CH2:24][CH2:25][CH3:26])[CH2:5][CH2:6][CH:7]([C:9]1[CH:14]=[CH:13][C:12]([NH:15][S:16]([CH3:19])(=[O:17])=[O:18])=[CH:11][CH:10]=1)[OH:8])[CH3:3] |f:0.1,2.3,5.6|. Procedure details: The crude mixture containing N-[4-[3-(ethylheptylamino)-1-oxopropyl]phenyl]methanesulfonamide hydrochloride from Preparation 16 (1.0 g, 2.6 mmol) is transferred to a reaction flask in ethanol-carbon tetrachloride, concentrated, treated with benzene and concentrated again in vacuo. The residue in 18 ml of ethanol, under nitrogen, is cooled in an ice bath and treated with powdered NaBH4 (0.23 g, 0.006 mol) in portions (foaming) over 20 min. The mixture is stirred for 15 min in the cold and for 2.5... Reactants: N1CCOCC1 (Morpholine), C(C)N1CC(COC2=C1C=C(C=C2)[N+](=O)[O-])=O (9-Ethyl-2-nitro-8,9-dihydro-5-oxa-9-aza-benzocyclohepten-7-one), C(C)(=O)O[BH-](OC(C)=O)OC(C)=O.[Na+] (Sodium triacetoxyborohydride). Solvent: C(Cl)Cl (Methylene chloride). Run at time 8 hour. Product: C(C)N1CC(COC2=C1C=C(C=C2)[N+](=O)[O-])O (9-Ethyl-2-nitro-6,7,8,9-tetrahydro-5-oxa-9-aza-benzocyclohepten-7-ol), C(C)N1CC(COC2=C1C=C(C=C2)[N+](=O)[O-])N2CCOCC2 (9-Ethyl-7-morpholin-4-yl-2-nitro-6,7,8,9-tetrahydro-5-oxa-9-aza-benzocycloheptene). The yield is 60.0%. As a reaction SMILES: [NH:1]1[CH2:6][CH2:5][O:4][CH2:3][CH2:2]1.[CH2:7]([N:9]1[C:15]2[CH:16]=[C:17]([N+:20]([O-:22])=[O:21])[CH:18]=[CH:19][C:14]=2[O:13][CH2:12][C:11](=[O:23])[CH2:10]1)[CH3:8].C(O[BH-](OC(=O)C)OC(=O)C)(=O)C.[Na+]>C(Cl)Cl>[CH2:7]([N:9]1[C:15]2[CH:16]=[C:17]([N+:20]([O-:22])=[O:21])[CH:18]=[CH:19][C:14]=2[O:13][CH2:12][CH:11]([OH:23])[CH2:10]1)[CH3:8].[CH2:7]([N:9]1[C:15]2[CH:16]=[C:17]([N+:20]([O-:22])=[O:21])[CH:18]=[CH:19][C:14]=2[O:13][CH2:12][CH:11]([N:1]2[CH2:6][CH2:5][O:4][CH2:3][CH2:2]2)[CH2:10]1)[CH3:8] |f:2.3|. Procedure details: Morpholine (0.10 mL, 1.1 mmol) and 9-Ethyl-2-nitro-8,9-dihydro-5-oxa-9-aza-benzocyclohepten-7-one (74 mg, 0.31 mmol) in Methylene chloride (5 mL) was stirred for 4 h, then Sodium triacetoxyborohydride (0.13 g, 0.63 mmol) was added. After stirring overnight, a mixture of products was observed. The reaction mixture was partitioned between DCM and satd. sodium bicarbonate; the organic was washed with brine and dried over sodium sulfate. Chromatography (0-100% EtOAc:Hex) afforded 9-Ethyl-2-nitro-6,7... The product is Cn1cc(C2(C=O)CCCC2)c2ccccc21. RXN SMILES: [CH3:10][n:11]1[cH:12][c:13]([C:20]2([C:25]#[N:26])[CH2:21][CH2:22][CH2:23][CH2:24]2)[c:14]2[cH:15][cH:16][cH:17][cH:18][c:19]12.[CH3:1][CH:2]([CH2:3][AlH:4][CH2:5][CH:6]([CH3:7])[CH3:8])[CH3:9].[CH3:35][c:36]1[cH:37][cH:38][cH:39][cH:40][cH:41]1.[CH3:42][OH:43].[CH:28]([O:31][CH:29]([CH3:30])[CH3:32])([CH3:33])[CH3:34].[ClH:27]>>[CH3:10][n:11]1[cH:12][c:13]([C:20]2([CH:25]=[O:31])[CH2:21][CH2:22][CH2:23][CH2:24]2)[c:14]2[cH:15][cH:16][cH:17][cH:18][c:19]12. Starting materials: Cn1cc(C2(C#N)CCCC2)c2ccccc21, CC(C)C[AlH]CC(C)C, Cc1ccccc1, CO, CC(C)OC(C)C, Cl. The reactants are 41.3, N1C(=NC2=C1C=CC=C2)N (1H-benzimidazol-2-amine), CN(C=O)C (N,N-dimethylformamide), 50, ClCC1=CC(=CC=C1)F (1-(chloromethyl)-3-fluorobenzene), CN(C=O)C (DMF), [H-].[Na+] (sodium hydride). The solvent is CC1=CC=CC=C1 (methylbenzene), O (water). Reaction conditions: temperature 40 celsius, time 30 minute. Product: 34.8, FC=1C=C(C=CC1)CN1C(=NC2=C1C=CC=C2)N (1-[(3-fluorophenyl)methyl]-1H-benzimidazol-2-amine). Reaction SMILES: [NH:1]1[C:5]2[CH:6]=[CH:7][CH:8]=[CH:9][C:4]=2[N:3]=[C:2]1[NH2:10].CN(C)C=O.[H-].[Na+].Cl[CH2:19][C:20]1[CH:25]=[CH:24][CH:23]=[C:22]([F:26])[CH:21]=1>O.CC1C=CC=CC=1>[F:26][C:22]1[CH:21]=[C:20]([CH2:19][N:1]2[C:5]3[CH:6]=[CH:7][CH:8]=[CH:9][C:4]=3[N:3]=[C:2]2[NH2:10])[CH:25]=[CH:24][CH:23]=1 |f:2.3|. Procedure details: To a stirred and heated (60° C.) solution of 41.3 parts of 1H-benzimidazol-2-amine in 162 parts of N,N-dimethylformamide (DMF) were added portionwise during a 40 minutes period 12 parts of sodium hydride dispersion 60%. Upon completion, stirring at 60° C. was continued for 30 minutes. After cooling to 40° C., there was added dropwise during 25 minutes a solution of 50 parts of 1-(chloromethyl)-3-fluorobenzene in 9 parts of DMF and 36 parts of methylbenzene. After the addition was complete, the w... Reactants: C=CC=C (butadiene), [OH-].[Na+] (sodium hydroxide), C1(\C=C/C(=O)O1)=O (maleic anhydride), N(=NC(C#N)(C)C)C(C#N)(C)C (azobisisobutyronitrile). Run in O (water), CC(=O)C (acetone), C1(CCCCC1)=O (cyclohexanone). Conditions: time 4 hour. Yields the product C=CC=C.C(\C=C/C(=O)O)(=O)O (butadiene maleic acid). RXN SMILES: [CH2:1]=[CH:2][CH:3]=[CH2:4].[C:5]1(=[O:11])[O:10][C:8](=[O:9])[CH:7]=[CH:6]1.N(C(C)(C)C#N)=NC(C)(C)C#N.[OH-:24].[Na+]>C1(=O)CCCCC1.O.CC(C)=O>[CH2:1]=[CH:2][CH:3]=[CH2:4].[C:5]([OH:10])(=[O:11])/[CH:6]=[CH:7]\[C:8]([OH:24])=[O:9] |f:3.4,8.9|. Procedure details: A polymerization was carried out at 70° C. for 4 hours using 54.1 g. of butadiene, 98.1 g. of maleic anhydride and 1.7 g. of azobisisobutyronitrile in 750 cc. of acetone. There was obtained 106.0 g. of a pale yellow copolymer with an intrinsic viscosity of 0.50 as measured in cyclohexanone at 30° C. (All measurements are done hereinbelow under the same conditions.) A reaction was carried out at 80° C. for 1 hour using 15.2 g. of the copolymer, 6.0 g. of sodium hydroxide and 131 g. of water to fo... Reactants: C(C1=CC=CC=C1)OC(NCCNC([C@H](CCCNC(=O)OCC1=CC=CC=C1)NC(=O)OC(C)(C)C)=O)=O (Benzyl[2-({(2S)-5-{[(benzyloxy)carbonyl]amino}-2-[(tert-butoxycarbonyl)amino]pentanoyl}amino)ethyl]carbamate), solution, Cl (hydrogen chloride). Run in O1CCOCC1 (dioxane). Run at time 2 hour. The product is Cl.C(C1=CC=CC=C1)N(C(O)=O)CCC[C@@H](C(=O)NCCNC(=O)OCC1=CC=CC=C1)N (Benzyl{(4S)-4-amino-5-[(2-{[(benzyloxy)carbonyl]amino}ethyl)amino]-5-oxopentyl}carbamate hydrochloride). As a reaction SMILES: [CH2:1]([O:8][C:9](=[O:39])[NH:10][CH2:11][CH2:12][NH:13][C:14](=[O:38])[C@@H:15]([NH:30]C(OC(C)(C)C)=O)[CH2:16][CH2:17][CH2:18][NH:19][C:20]([O:22]CC1C=CC=CC=1)=[O:21])[C:2]1[CH:7]=[CH:6][CH:5]=[CH:4][CH:3]=1.[ClH:40]>O1CCOCC1>[ClH:40].[CH2:1]([N:19]([CH2:18][CH2:17][CH2:16][C@H:15]([NH2:30])[C:14]([NH:13][CH2:12][CH2:11][NH:10][C:9]([O:8][CH2:1][C:2]1[CH:3]=[CH:4][CH:5]=[CH:6][CH:7]=1)=[O:39])=[O:38])[C:20](=[O:21])[OH:22])[C:2]1[CH:7]=[CH:6][CH:5]=[CH:4][CH:3]=1 |f:3.4|. Reported procedure: A mixture of 400 mg (0.73 mmol) of benzyl[2-({(2S)-5-{[(benzyloxy)carbonyl]amino}-2-[(tert-butoxycarbonyl)amino]pentanoyl}amino)ethyl]carbamate (Example 121A) and 1 ml of a 4M solution of hydrogen chloride in dioxane is stirred at RT for 2 h. The reaction solution is concentrated, coevaporated with dichloromethane several times and dried under high vacuum. The crude product is reacted without further purification. The reactants are C(C)(=O)O (acetic acid), C(C)=O (acetaldehyde), C(C)(=O)O[BH-](OC(C)=O)OC(C)=O.[Na+] (sodium triacetoxyborohydride), CC1(CCNC2=CC=C(C=C12)C(CO)CCCCC)C ((RS)-2-(4,4-dimethyl-1,2,3,4-tetrahydroquinolin-6-yl)-heptanol). Solvent: C(Cl)Cl (methylene chloride). Run at time 18 hour. Yields the product C(C)N1CCC(C2=CC(=CC=C12)C(CO)CCCCC)(C)C ((RS)-2-(N-ethyl-4,4-dimethyl-1,2,3,4-tetrahydroquinolin-6-yl)-heptanol). Reaction SMILES: [CH3:1][C:2]1([CH3:20])[C:11]2[C:6](=[CH:7][CH:8]=[C:9]([CH:12]([CH2:15][CH2:16][CH2:17][CH2:18][CH3:19])[CH2:13][OH:14])[CH:10]=2)[NH:5][CH2:4][CH2:3]1.[CH:21](=O)[CH3:22].C(O[BH-](OC(=O)C)OC(=O)C)(=O)C.[Na+].C(O)(=O)C>C(Cl)Cl>[CH2:21]([N:5]1[C:6]2[C:11](=[CH:10][C:9]([CH:12]([CH2:15][CH2:16][CH2:17][CH2:18][CH3:19])[CH2:13][OH:14])=[CH:8][CH:7]=2)[C:2]([CH3:20])([CH3:1])[CH2:3][CH2:4]1)[CH3:22] |f:2.3|. Procedure: 1.5 g of (RS)-2-(4,4-dimethyl-1,2,3,4-tetrahydroquinolin-6-yl)-heptanol, dissolved in 25 ml of methylene chloride, were treated at 0° C. with 0.46 ml of acetaldehyde and 3.46 g of sodium triacetoxyborohydride, then 0.62 ml of acetic acid was added. The mixture was stirred at room temperature for 18 hours. The reaction mixture was quenched with the addition of one portion of 25 ml of water and then, was extracted with two portions of 25 ml of methylene chloride. The combined organic phases were d... The reactants are S1C(=NC2=C1C=CC=C2)C([C@H]2N(CCC2)C(CNC([C@@H](NC(=O)OC(C)(C)C)C)=O)=O)O (2-[(Benzothiazol-2-yl)hydroxymethyl]-1-{N-[N-(tertbutyloxycarbonyl)(L)-Alanyl]-glycyl}-(2S)-pyrrolidine), TEA, C(C(=O)Cl)(=O)Cl (oxalylchloride), CS(=O)C (DMSO). Yields the product S1C(=NC2=C1C=CC=C2)C(=O)[C@H]2N(CCC2)C(CNC([C@@H](NC(=O)OC(C)(C)C)C)=O)=O (2-[(Benzothiazol-2-yl)carbonyl]-1-{N-[N -(tertbutyloxycarbonyl)-(L)-Alanyl]-glycyl}-(2S)-pyrrolidine). As a reaction SMILES: [S:1]1[C:5]2[CH:6]=[CH:7][CH:8]=[CH:9][C:4]=2[N:3]=[C:2]1[CH:10]([OH:32])[C@@H:11]1[CH2:15][CH2:14][CH2:13][N:12]1[C:16](=[O:31])[CH2:17][NH:18][C:19](=[O:30])[C@H:20]([CH3:29])[NH:21][C:22]([O:24][C:25]([CH3:28])([CH3:27])[CH3:26])=[O:23].C(Cl)(=O)C(Cl)=O.CS(C)=O>>[S:1]1[C:5]2[CH:6]=[CH:7][CH:8]=[CH:9][C:4]=2[N:3]=[C:2]1[C:10]([C@@H:11]1[CH2:15][CH2:14][CH2:13][N:12]1[C:16](=[O:31])[CH2:17][NH:18][C:19](=[O:30])[C@H:20]([CH3:29])[NH:21][C:22]([O:24][C:25]([CH3:26])([CH3:28])[CH3:27])=[O:23])=[O:32]. Reported procedure: 40 (0.62 g, 0.134 mmol), oxalylchloride (0.207 ml, 2.41 mmol), DMSO (2.37 ml, 3.35 mmol), TEA (0.75 ml, 5.35 mmol) The reactants are ClCCl, CN(C)c1ccncc1, O=C1NC(CO)CO1, Cc1ccc(S(=O)(=O)Cl)cc1. Product: Cc1ccc(S(=O)(=O)OCC2COC(=O)N2)cc1. RXN SMILES: [CH2:29]([Cl:30])[Cl:31].[CH3:20][N:21]([CH3:22])[c:23]1[cH:24][cH:25][n:26][cH:27][cH:28]1.[O:12]=[C:13]1[O:14][CH2:15][CH:16]([CH2:18][OH:19])[NH:17]1.[c:1]1([CH3:11])[cH:2][cH:3][c:4]([S:7](=[O:8])(=[O:9])[Cl:10])[cH:5][cH:6]1>>[c:1]1([CH3:11])[cH:2][cH:3][c:4]([S:7](=[O:8])(=[O:9])[O:19][CH2:18][CH:16]2[CH2:15][O:14][C:13](=[O:12])[NH:17]2)[cH:5][cH:6]1. Starting materials: C(CCC)OC(C1=CC(=C(C(=C1)S(N)(=O)=O)OC1=CC=C(C=C1)OCC1=CC=CC=C1)[N+](=O)[O-])=O (n-butyl-4-(4-benzyloxyphenoxy)-3-nitro-5-sulphamyl-benzoate), Cl (hydrochloric acid). Run in [OH-].[Na+] (sodium hydroxide). The product is C(C1=CC=CC=C1)OC1=CC=C(OC2=C(C=C(C(=O)O)C=C2S(N)(=O)=O)[N+](=O)[O-])C=C1 (4-(4-benzyloxyphenoxy)-3-nitro-5-sulphamyl-benzoic acid). RXN SMILES: C([O:5][C:6](=[O:35])[C:7]1[CH:12]=[C:11]([S:13](=[O:16])(=[O:15])[NH2:14])[C:10]([O:17][C:18]2[CH:23]=[CH:22][C:21]([O:24][CH2:25][C:26]3[CH:31]=[CH:30][CH:29]=[CH:28][CH:27]=3)=[CH:20][CH:19]=2)=[C:9]([N+:32]([O-:34])=[O:33])[CH:8]=1)CCC.Cl>[OH-].[Na+]>[CH2:25]([O:24][C:21]1[CH:20]=[CH:19][C:18]([O:17][C:10]2[C:11]([S:13](=[O:15])(=[O:16])[NH2:14])=[CH:12][C:7]([C:6]([OH:35])=[O:5])=[CH:8][C:9]=2[N+:32]([O-:34])=[O:33])=[CH:23][CH:22]=1)[C:26]1[CH:27]=[CH:28][CH:29]=[CH:30][CH:31]=1 |f:2.3|. Procedure: A solution of n-butyl-4-(4-benzyloxyphenoxy)-3-nitro-5-sulphamyl-benzoate (7.3 g) in 1N sodium hydroxide (120 ml) was heated on a steam bath for 45 minutes. After cooling and acidification by addition of 4N hydrochloric acid, the precipitated 4-(4-benzyloxyphenoxy)-3-nitro-5-sulphamyl-benzoic acid was isolated by filtration and recrystallized from aqueous ethanol. After drying, the compound was obtained with a melting point of 247°C.